Dataset: the Open Reaction Database (ORD), a public repository of structured organic reaction records. Task: describe an organic reaction: reactants, conditions, products, and yield Reactants: BrCCBr (1,2-dibromoethane), ON1C(C=2C(C1=O)=CC=CC2)=O (N-hydroxyphtalimide). Product: BrCCON1C(C=2C(C1=O)=CC=CC2)=O (N-(2-bromoethoxy)phtalimide). Reaction SMILES: [Br:1][CH2:2][CH2:3]Br.[OH:5][N:6]1[C:10](=[O:11])[C:9]2=[CH:12][CH:13]=[CH:14][CH:15]=[C:8]2[C:7]1=[O:16]>>[Br:1][CH2:2][CH2:3][O:5][N:6]1[C:7](=[O:16])[C:8]2=[CH:15][CH:14]=[CH:13][CH:12]=[C:9]2[C:10]1=[O:11]. Reported procedure: The compound N-(2-bromoethoxy)phtalimide was prepared analogously from 1,2-dibromoethane and N-hydroxyphtalimide. The reactants are CC(C)=O, CCC(O)c1c(C(=O)C(C)C)c2ccc(C(N)=O)cc2n1Cc1ccccc1Cl. Yields the product CCC(=O)c1c(C(=O)C(C)C)c2ccc(C(N)=O)cc2n1Cc1ccccc1Cl. RXN SMILES: [CH3:30][C:31](=[O:32])[CH3:33].[Cl:1][c:2]1[c:3]([CH2:4][n:5]2[c:6]([CH:22]([CH2:23][CH3:24])[OH:25])[c:7]([C:17]([CH:18]([CH3:19])[CH3:20])=[O:21])[c:8]3[cH:9][cH:10][c:11]([C:14](=[O:15])[NH2:16])[cH:12][c:13]23)[cH:26][cH:27][cH:28][cH:29]1>>[Cl:1][c:2]1[c:3]([CH2:4][n:5]2[c:6]([C:22]([CH2:23][CH3:24])=[O:25])[c:7]([C:17]([CH:18]([CH3:19])[CH3:20])=[O:21])[c:8]3[cH:9][cH:10][c:11]([C:14](=[O:15])[NH2:16])[cH:12][c:13]23)[cH:26][cH:27][cH:28][cH:29]1. Reactants: O=C(C(=O)OCC)CCCCCCCCC(C(=O)OCC)=O (diethyl 2,11-dioxododecanedioate), Cl (HCl). Solvent: [OH-].[K+] (potassium hydroxide). Run at time 2 hour. Product: O=C(C(=O)O)CCCCCCCCC(C(=O)O)=O (2,11-Dioxododecanedioic acid). Isolated yield 87.2%. As a reaction SMILES: [O:1]=[C:2]([CH2:8][CH2:9][CH2:10][CH2:11][CH2:12][CH2:13][CH2:14][CH2:15][C:16](=[O:22])[C:17]([O:19]CC)=[O:18])[C:3]([O:5]CC)=[O:4].Cl>[OH-].[K+]>[O:1]=[C:2]([CH2:8][CH2:9][CH2:10][CH2:11][CH2:12][CH2:13][CH2:14][CH2:15][C:16](=[O:22])[C:17]([OH:19])=[O:18])[C:3]([OH:5])=[O:4] |f:2.3|. Reported procedure: A suspension of 350 mg (1.11 mmole) of diethyl 2,11-dioxododecanedioate in 10 ml of 5% potassium hydroxide solution was stirred at room temperature for 2 hours, by which time all of the material had gone into solution. The aqueous solution was acidified with concentrated HCl, and the product was extracted with ethyl acetate. The ethyl acetate phase was washed with water, dried over sodium sulfate and filtered. Concentration of the filtrate gave 250 mg of residue, which solidified. This material ... Starting materials: 4A, powder, C(#N)C=1C=C2C(CCOC2=CC1F)C(=O)OC (methyl 6-cyano-7-fluorochroman-4-carboxylate), OC1=CC=C(C(=O)OC(C)(C)C)C=C1 (tert-butyl 4-hydroxybenzoate), C(=O)([O-])[O-].[K+].[K+] (K2CO3). Run in CN1C(CCC1)=O (1-methyl-2-pyrrolidinone). Reaction conditions: temperature 115 celsius. Yields the product C(C)(C)(C)OC(=O)C1=CC=C(OC2=C(C=C3C(CCOC3=C2)C(=O)OC)C#N)C=C1 (methyl 7-(4-(tert-butoxycarbonyl)phenoxy)-6-cyanochroman-4-carboxylate). Yield: 75.3%. RXN SMILES: [C:1]([C:3]1[CH:4]=[C:5]2[C:10](=[CH:11][C:12]=1F)[O:9][CH2:8][CH2:7][CH:6]2[C:14]([O:16][CH3:17])=[O:15])#[N:2].[OH:18][C:19]1[CH:31]=[CH:30][C:22]([C:23]([O:25][C:26]([CH3:29])([CH3:28])[CH3:27])=[O:24])=[CH:21][CH:20]=1.C([O-])([O-])=O.[K+].[K+]>CN1CCCC1=O>[C:26]([O:25][C:23]([C:22]1[CH:21]=[CH:20][C:19]([O:18][C:12]2[CH:11]=[C:10]3[C:5]([CH:6]([C:14]([O:16][CH3:17])=[O:15])[CH2:7][CH2:8][O:9]3)=[CH:4][C:3]=2[C:1]#[N:2])=[CH:31][CH:30]=1)=[O:24])([CH3:29])([CH3:27])[CH3:28] |f:2.3.4|. Procedure: A 500 ml flask equipped with a Claisen head and a condenser was charged with oven dried MS 4A powder (14.5 g), methyl 6-cyano-7-fluorochroman-4-carboxylate (14.11 g, 60.00 mmol), tert-butyl 4-hydroxybenzoate (14.57 g, 75.00 mmol), K2CO3 (20.73 g, 150.0 mmol), and 1-methyl-2-pyrrolidinone (120 mL). The mixture was degassed with Argon for 1 hour, then heated to 115° C. for 18 hours. The mixture was cooled to ambient temperature. The mixture was filtered through a CELITE pad and rinsed with EtOAc. ... Reactants: C([O-])(O)=O.[Na+] (sodium bicarbonate), C(C)N(CC)S(F)(F)F (diethylaminosulphur trifluoride), CC1=C(C=C(C(=C1)C)N1C=CN2N=C(C=C21)C=2C=NC=CC2)NC(C2=CC(=CC(=C2)S(F)(F)(F)(F)F)C(C)(C)O)=O (N-{2,4-Dimethyl-5-[6-(pyridin-3-yl)-1H-imidazo[1,2-b]pyrazol-1-yl]phenyl}-3-(2-hydroxypropan-2-yl)-5-(pentafluoro-λ6-sulphanyl)benzamide). Solvent: ClCCl (dichloromethane), ClCCl (dichloromethane). Conditions: temperature -78 celsius, time 1 hour. Yields the product CC1=C(C=C(C(=C1)C)N1C=CN2N=C(C=C21)C=2C=NC=CC2)NC(C2=CC(=CC(=C2)S(F)(F)(F)(F)F)C(C)(C)F)=O (N-{2,4-Dimethyl-5-[6-(pyridin-3-yl)-1H-imidazo[1,2-b]pyrazol-1-yl]phenyl}-3-(2-fluoropropan-2-yl)-5-(pentafluoro-λ6-sulphanyl)benzamide). As a reaction SMILES: C(N(S(F)(F)[F:7])CC)C.[CH3:10][C:11]1[CH:16]=[C:15]([CH3:17])[C:14]([N:18]2[C:25]3[N:21]([N:22]=[C:23]([C:26]4[CH:27]=[N:28][CH:29]=[CH:30][CH:31]=4)[CH:24]=3)[CH:20]=[CH:19]2)=[CH:13][C:12]=1[NH:32][C:33](=[O:50])[C:34]1[CH:39]=[C:38]([S:40]([F:45])([F:44])([F:43])([F:42])[F:41])[CH:37]=[C:36]([C:46](O)([CH3:48])[CH3:47])[CH:35]=1.C(=O)(O)[O-].[Na+]>ClCCl>[CH3:10][C:11]1[CH:16]=[C:15]([CH3:17])[C:14]([N:18]2[C:25]3[N:21]([N:22]=[C:23]([C:26]4[CH:27]=[N:28][CH:29]=[CH:30][CH:31]=4)[CH:24]=3)[CH:20]=[CH:19]2)=[CH:13][C:12]=1[NH:32][C:33](=[O:50])[C:34]1[CH:39]=[C:38]([S:40]([F:45])([F:44])([F:43])([F:42])[F:41])[CH:37]=[C:36]([C:46]([F:7])([CH3:48])[CH3:47])[CH:35]=1 |f:2.3|. Reported procedure: At −78° C., a solution of 27 μl (0.203 mmol) of diethylaminosulphur trifluoride (DAST) in 0.5 ml of anhydrous dichloromethane was added to a solution of 100 mg (0.169 mmol) of the compound of Example 148 in 3.5 ml of anhydrous dichloromethane. After the reaction mixture had been stirred at −78° C. for 1 h, 1 ml of saturated aqueous sodium bicarbonate solution was added and the mixture was warmed to RT. Using an Extrelut cartridge NT3 (from Merck, Darmstadt, Germany), the mixture was freed from s... The reactants are O=C(Cl)c1c(Br)c(Br)c(Br)c(Br)c1Br, O=C1NC(=O)c2c(Br)c(Br)c(Br)c(Br)c21, [K], C1COCCO1. The product is O=C(c1c(Br)c(Br)c(Br)c(Br)c1Br)N1C(=O)c2c(Br)c(Br)c(Br)c(Br)c2C1=O. Reaction SMILES: [Br:17][c:18]1[c:19]([Br:30])[c:20]([Br:29])[c:21]([Br:28])[c:22]([Br:27])[c:23]1[C:24](=[O:25])[Cl:26].[Br:2][c:3]1[c:4]2[c:5]([c:11]([Br:16])[c:12]([Br:15])[c:13]1[Br:14])[C:6](=[O:7])[NH:8][C:9]2=[O:10].[K:1].[O:31]1[CH2:32][CH2:33][O:34][CH2:35][CH2:36]1>>[Br:2][c:3]1[c:4]2[c:5]([c:11]([Br:16])[c:12]([Br:15])[c:13]1[Br:14])[C:6](=[O:7])[N:8]([C:24]([c:23]1[c:18]([Br:17])[c:19]([Br:30])[c:20]([Br:29])[c:21]([Br:28])[c:22]1[Br:27])=[O:25])[C:9]2=[O:10].